Dataset: the Open Reaction Database (ORD), a public repository of structured organic reaction records. Task: describe an organic reaction: reactants, conditions, products, and yield Reactants: CS(=O)C=1C=C(C=CC1)CC(=O)O ([3-(methylsulfinyl)phenyl]acetic acid), C(=O)(N1C=NC=C1)N1C=NC=C1 (carbonyldiimidazole), CO (methanol). The solvent is C1CCOC1 (THF). Conditions: time 20 minute. Yields the product CS(=O)C=1C=C(C=CC1)CC(=O)OC (Methyl [3-(methylsulfinyl)phenyl]acetate). Yield: 81.4%. RXN SMILES: [CH3:1][S:2]([C:4]1[CH:5]=[C:6]([CH2:10][C:11]([OH:13])=[O:12])[CH:7]=[CH:8][CH:9]=1)=[O:3].[C:14](N1C=CN=C1)(N1C=CN=C1)=O.CO>C1COCC1>[CH3:1][S:2]([C:4]1[CH:5]=[C:6]([CH2:10][C:11]([O:13][CH3:14])=[O:12])[CH:7]=[CH:8][CH:9]=1)=[O:3]. Reported procedure: A solution of [3-(methylsulfinyl)phenyl]acetic acid (1.31 g, 6.60 mmol) and carbonyldiimidazole (1.18 g, 7.26 mmol) in 25.0 mL THF was stirred at room temperature for 15 minutes, then methanol (2.1 mL, 52.8 mmol) was added. After 10 minutes the reaction was briefly warmed to near reflux temperature, then allowed to cool to room temperature. After 20 minutes, the reaction was partitioned between EtOAc and NaHCO3/brine mixture. The EtOAc layer was washed with dilute brine, dilute HCl solution, bri...